This data is from the Open Reaction Database (ORD), a public repository of structured organic reaction records. The task is: describe an organic reaction: reactants, conditions, products, and yield The reactants are BrCC1=C(C=CC(=C1)OC(F)(F)F)[N+](=O)[O-] (2-(bromomethyl)-1-nitro-4-(trifluoromethoxy)benzene), [NH4+].[Cl-] (NH4Cl), FC(C=1C=C(C=C(C1)C(F)(F)F)[C@@H]1[C@@H](NC(O1)=O)C)(F)F ((4S,5R)-5-[3,5-bis(trifluoromethyl)phenyl]-4-methyl-1,3-oxazolidin-2-one), C[Si](C)(C)[N-][Si](C)(C)C.[Na+] (NaHMDS), solution. The solvent is CC(=O)N(C)C (DMA), CC(=O)N(C)C (DMA), C1CCOC1 (THF). Run at time 5 minute. Product: FC(C=1C=C(C=C(C1)C(F)(F)F)[C@@H]1[C@@H](N(C(O1)=O)CC1=C(C=CC(=C1)OC(F)(F)F)[N+](=O)[O-])C)(F)F ((4S,5R)-5-[3,5-bis(trifluoromethyl)phenyl]-4-methyl-3-[2-nitro-5-(trifluoromethoxy)benzyl]-1,3-oxazolidin-2-one). Reaction SMILES: [F:1][C:2]([F:21])([F:20])[C:3]1[CH:4]=[C:5]([C@H:13]2[O:17][C:16](=[O:18])[NH:15][C@H:14]2[CH3:19])[CH:6]=[C:7]([C:9]([F:12])([F:11])[F:10])[CH:8]=1.C[Si]([N-][Si](C)(C)C)(C)C.[Na+].Br[CH2:33][C:34]1[CH:39]=[C:38]([O:40][C:41]([F:44])([F:43])[F:42])[CH:37]=[CH:36][C:35]=1[N+:45]([O-:47])=[O:46].[NH4+].[Cl-]>CC(N(C)C)=O.C1COCC1>[F:21][C:2]([F:1])([F:20])[C:3]1[CH:4]=[C:5]([C@H:13]2[O:17][C:16](=[O:18])[N:15]([CH2:33][C:34]3[CH:39]=[C:38]([O:40][C:41]([F:44])([F:43])[F:42])[CH:37]=[CH:36][C:35]=3[N+:45]([O-:47])=[O:46])[C@H:14]2[CH3:19])[CH:6]=[C:7]([C:9]([F:10])([F:11])[F:12])[CH:8]=1 |f:1.2,4.5|. Reported procedure: To a solution of (4S,5R)-5-[3,5-bis(trifluoromethyl)phenyl]-4-methyl-1,3-oxazolidin-2-one (840 mg, 2.68 mmol) in DMA (25 mL) was added NaHMDS (2.68 mL of a 1M solution in THF, 2.68 mmol). The reaction was stirred at room temperature for 5 minutes, and then 2-(bromomethyl)-1-nitro-4-(trifluoromethoxy)benzene (967 mg, 3.22 mmol) was added by cannula in DMA (5 mL). After 15 minutes, the reaction was poured into saturated NH4Cl (50 mL). The mixture was extracted with EtOAc (150 mL) and the organic l...